From a dataset of the Open Reaction Database (ORD), a public repository of structured organic reaction records. describe an organic reaction: reactants, conditions, products, and yield As a reaction SMILES: [C:1](#[N:2])[C:3]1([CH3:27])[CH2:4][N:5]=[C:6]([c:8]2[nH:9][c:10]3[c:11]([N:17]([S:18](=[O:19])(=[O:20])[c:21]4[s:22][cH:23][cH:24][cH:25]4)[CH3:26])[cH:12][cH:13][cH:14][c:15]3[cH:16]2)[S:7]1.[CH3:48][CH2:49][OH:50].[Na+:29].[O:30]1[CH2:31][CH2:32][CH2:33][CH2:34]1.[OH-:28].[OH:35][C:36]([CH2:37][C:38]([C:39](=[O:40])[OH:41])([CH2:42][C:43](=[O:44])[OH:45])[OH:46])=[O:47]>>[C:1]([NH2:2])([C:3]1([CH3:27])[CH2:4][N:5]=[C:6]([c:8]2[nH:9][c:10]3[c:11]([N:17]([S:18](=[O:19])(=[O:20])[c:21]4[s:22][cH:23][cH:24][cH:25]4)[CH3:26])[cH:12][cH:13][cH:14][c:15]3[cH:16]2)[S:7]1)=[O:30]. The reactants are CN(c1cccc2cc(C3=NCC(C)(C#N)S3)[nH]c12)S(=O)(=O)c1cccs1, CCO, [Na+], C1CCOC1, [OH-], O=C(O)CC(O)(CC(=O)O)C(=O)O. The product is CN(c1cccc2cc(C3=NCC(C)(C(N)=O)S3)[nH]c12)S(=O)(=O)c1cccs1. The reactants are O (water), C(#N)C1=C(C=NN1C1=CC(=CC=C1)C#N)C(=O)OCC (5-cyano-1-(3-cyanophenyl)-1H-pyrazole-4-carboxylic acid, ethyl ester), [OH-].[K+] (potassium hydroxide), O (water), Cl (hydrochloric acid). Procedure: Approximately 7.7 g of 5-cyano-1-(3-cyanophenyl)-1H-pyrazole-4-carboxylic acid, ethyl ester was dissolved in 75 ml of hot ethanol. To the reaction mixture was added 3.2 g of potassium hydroxide dissolved in ethanol. A small amount of water was added to the reaction mixture which was immediately poured into water. The solution was then acidified with concentrated hydrochloric acid and the precipitated solid was collected by filtration and dried to provide 4.3 g of 5-cyano-1-(3-cyanophenyl)-1H-pyr... As a reaction SMILES: [C:1]([C:3]1[N:7]([C:8]2[CH:13]=[CH:12][CH:11]=[C:10]([C:14]#[N:15])[CH:9]=2)[N:6]=[CH:5][C:4]=1[C:16]([O:18]CC)=[O:17])#[N:2].[OH-].[K+].O.Cl>C(O)C>[C:1]([C:3]1[N:7]([C:8]2[CH:13]=[CH:12][CH:11]=[C:10]([C:14]#[N:15])[CH:9]=2)[N:6]=[CH:5][C:4]=1[C:16]([OH:18])=[O:17])#[N:2] |f:1.2|. Run in C(C)O (ethanol), C(C)O (ethanol). Product: C(#N)C1=C(C=NN1C1=CC(=CC=C1)C#N)C(=O)O (5-cyano-1-(3-cyanophenyl)-1H-pyrazole-4-carboxylic acid). Yield: 62.4%. Starting materials: CN(C1=CC=C(C=C1)C(=O)C1=CC=C(C=C1)OC)C (1-[4-(dimethylamino)phenyl]-1-(4-methoxyphenyl)-methanone), C([O-])(O)=O.[Na+] (sodium bicarbonate). Run in Br (hydrobromic acid). Yields the product CN(C1=CC=C(C=C1)C(=O)C1=CC=C(C=C1)O)C (1-[4-(dimethylamino)phenyl]-1-(4-hydroxyphenyl)-methanone). The yield is 77.2%. RXN SMILES: [CH3:1][N:2]([CH3:19])[C:3]1[CH:8]=[CH:7][C:6]([C:9]([C:11]2[CH:16]=[CH:15][C:14]([O:17]C)=[CH:13][CH:12]=2)=[O:10])=[CH:5][CH:4]=1.C(=O)(O)[O-].[Na+]>Br>[CH3:1][N:2]([CH3:19])[C:3]1[CH:4]=[CH:5][C:6]([C:9]([C:11]2[CH:12]=[CH:13][C:14]([OH:17])=[CH:15][CH:16]=2)=[O:10])=[CH:7][CH:8]=1 |f:1.2|. Procedure: A solution of 10.0 g 1-[4-(dimethylamino)phenyl]-1-(4-methoxyphenyl)-methanone in 30 ml 48% hydrobromic acid was heated at reflux for 21 hours. The reaction mixture was poured into aqueous sodium bicarbonate and the precipitate filtered. Recrystallization from 150 ml of methanol gave 7.3 g of white solid, m.p. 199°-200° C. The reactants are O (water), ClC1=NC=C(C=C1)[N+](=O)[O-] (2-chloro-5-nitropyridine), CC1=C(N=C(O1)C1=CC=CC=C1)CCO (2-(5-methyl-2-phenyl-4-oxazolyl)ethanol), oil. Run in C1CCOC1 (THF), [H-].[Na+] (sodium hydride). Product: CC1=C(N=C(O1)C1=CC=CC=C1)CCOC1=NC=C(C=C1)[N+](=O)[O-] (2-[2-(5-methyl-2-phenyl-4-oxazolyl]ethoxy]-5-nitropyridine). Isolated yield 49.5%. Reaction SMILES: Cl[C:2]1[CH:7]=[CH:6][C:5]([N+:8]([O-:10])=[O:9])=[CH:4][N:3]=1.[CH3:11][C:12]1[O:16][C:15]([C:17]2[CH:22]=[CH:21][CH:20]=[CH:19][CH:18]=2)=[N:14][C:13]=1[CH2:23][CH2:24][OH:25].O>C1COCC1.[H-].[Na+]>[CH3:11][C:12]1[O:16][C:15]([C:17]2[CH:22]=[CH:21][CH:20]=[CH:19][CH:18]=2)=[N:14][C:13]=1[CH2:23][CH2:24][O:25][C:2]1[CH:7]=[CH:6][C:5]([N+:8]([O-:10])=[O:9])=[CH:4][N:3]=1 |f:4.5|. Reported procedure: To a solution of 2-chloro-5-nitropyridine (25 g) and 2-(5-methyl-2-phenyl-4-oxazolyl)ethanol (32.1 g) in THF (250 ml), sodium hydride in oil (60%, 6.92 g) was added gradually while the solution was stirred under ice cooling conditions. The reaction mixture was stirred at room temperature for 15 more hours, after which it was added to water and extracted with ethyl acetate. After the ethyl acetate layer was washed with water and dried (MgSO4), the solvent was distilled off under reduced pressure.... Starting materials: [Zn] (Zinc), II (iodine), BrCC1CCC(CC1)(F)F (4-(Bromomethyl)-1,1-difluorocyclohexane). The solvent is CC(=O)N(C)C (DMA). Run at temperature 70 celsius, time 42 hour. Yields the product [Br-].FC1(CCC(CC1)C[Zn+])F (((4,4-Difluorocyclohexyl)methyl)zinc(II) bromide). Reaction SMILES: [Zn:1].II.[Br:4][CH2:5][CH:6]1[CH2:11][CH2:10][C:9]([F:13])([F:12])[CH2:8][CH2:7]1>CC(N(C)C)=O>[Br-:4].[F:12][C:9]1([F:13])[CH2:10][CH2:11][CH:6]([CH2:5][Zn+:1])[CH2:7][CH2:8]1 |f:4.5|. Procedure details: Zinc powder (1.43 g, 21.87 mmol) was added to a dried flask and was heated at 70° C. under vacuum for 30 minutes. Dry DMA (29 mL) and iodine (0.092 g, 0.37 mmol) were added and the mixture was heated at 70° C. until the red-brown colour had disappeared (approx. 5 minutes). 4-(Bromomethyl)-1,1-difluorocyclohexane (3.1 g, 14.55 mmol) was added and heating was continued for ca. 42 h. The resulting solution was used in the next transformation. Starting materials: ClC1=NC(=NC(=C1C#N)NCCO)NC1CC1 (4-chloro-2-cyclopropylamino-6-(2-hydroxy-ethylamino)-pyrimidine-5-carbonitrile), FC1=CC=C(C=C1)N1CCNCC1 (1-(4-fluorophenyl)-piperazine), C(C)N(C(C)C)C(C)C (N-ethyl-diisopropylamine). Solvent: O1CCOCC1 (dioxane). Product: C1(CC1)NC1=NC(=C(C(=N1)N1CCN(CC1)C1=CC=C(C=C1)F)C#N)NCCO (2-cyclopropylamino-4-[4-(4-fluoro-phenyl)-piperazin-1-yl]-6-(2-hydroxy-ethylamino)-pyrimidine-5-carbonitrile). As a reaction SMILES: Cl[C:2]1[C:7]([C:8]#[N:9])=[C:6]([NH:10][CH2:11][CH2:12][OH:13])[N:5]=[C:4]([NH:14][CH:15]2[CH2:17][CH2:16]2)[N:3]=1.[F:18][C:19]1[CH:24]=[CH:23][C:22]([N:25]2[CH2:30][CH2:29][NH:28][CH2:27][CH2:26]2)=[CH:21][CH:20]=1.C(N(C(C)C)C(C)C)C>O1CCOCC1>[CH:15]1([NH:14][C:4]2[N:3]=[C:2]([N:28]3[CH2:27][CH2:26][N:25]([C:22]4[CH:21]=[CH:20][C:19]([F:18])=[CH:24][CH:23]=4)[CH2:30][CH2:29]3)[C:7]([C:8]#[N:9])=[C:6]([NH:10][CH2:11][CH2:12][OH:13])[N:5]=2)[CH2:17][CH2:16]1. Reported procedure: In analogy to the procedure described in example 47b, 4-chloro-2-cyclopropylamino-6-(2-hydroxy-ethylamino)-pyrimidine-5-carbonitrile (example 47a) was treated with the 1-(4-fluorophenyl)-piperazine in dioxane in the presence of N-ethyl-diisopropylamine at 100° C. to yield the 2-cyclopropylamino-4-[4-(4-fluoro-phenyl)-piperazin-1-yl]-6-(2-hydroxy-ethylamino)-pyrimidine-5-carbonitrile as an amorphous, white solid; MS: [M+H]+=398. The reactants are O.NN (hydrazine monohydrate), OC1=C(C#N)C(=CC(=N1)C)OC (2-Hydroxy-4-methoxy-6-methylnicotinonitrile), resultant mixture. The reagents and catalysts are [Ni] (raney nickel). Solvent: C(C)O (ethanol). Conditions: temperature 60 celsius, time 2 hour. The product is NCC=1C(=NC(=CC1OC)C)O (3-(aminomethyl)-4-methoxy-6-methylpyridin-2-ol). Isolated yield 55.3%. Reaction SMILES: [OH:1][C:2]1[N:9]=[C:8]([CH3:10])[CH:7]=[C:6]([O:11][CH3:12])[C:3]=1[C:4]#[N:5].O.NN>C(O)C.[Ni]>[NH2:5][CH2:4][C:3]1[C:2]([OH:1])=[N:9][C:8]([CH3:10])=[CH:7][C:6]=1[O:11][CH3:12] |f:1.2|. Procedure details: 2-Hydroxy-4-methoxy-6-methylnicotinonitrile (70 mg, 0.43 mmol) was dissolved in ethanol (10 mL) and warmed to 60° C. before it was treated with raney nickel (0.5 mL slurry in water) followed by addition of hydrazine monohydrate (2 mL). The resultant mixture was allowed to stir at 60° C. for 2 hours. The cooled reaction mixture was filtered through celite and rinsed with methanol. The filtrate was concentrated in vacuo to provide crude product which was purified by column chromatography (silica g... The reactants are BrC=C(C)C1=CC=C(C=C1)F (1-(1-Bromoprop-1-en-2-yl)-4-fluorobenzene), CC1=CC2=C(C=C1)NC1C2C2CCCCN2CC1 (11-Methyl-1,2,3,4,6,7,7a,8,12b,12c-decahydroindolo[3,2-a]quinolizine), N1[C@H](C(=O)O)CCC1 (L-proline), [O-]P(=O)([O-])[O-].[K+].[K+].[K+] (K3PO4). Reported procedure: 11-Methyl-1,2,3,4,6,7,7a,8,12b,12c-decahydroindolo[3,2-a]quinolizine (100 mg, 0.41 mmol) was dissolved in DMF (5 mL). Copper (I) iodide (7.9 mg, 0.0416 mmol), L-proline (9.6 mg, 0.08 mmol) and K3PO4 (176 mg, 0.83 mmol) were added and the reaction mixture was stirred for 10 min at RT. 1-(1-Bromoprop-1-en-2-yl)-4-fluorobenzene (107 mg, 53 mmol) was added dropwise and the reaction mixture was purged with nitrogen. The reaction mixture was heated at 85° C. overnight (prolonged heating in some cases ... Run at time 10 minute. Run in CN(C)C=O (DMF). RXN SMILES: [CH3:1][C:2]1[CH:7]=[CH:6][C:5]2[NH:8][CH:9]3[CH2:18][CH2:17][N:16]4[CH:11]([CH2:12][CH2:13][CH2:14][CH2:15]4)[CH:10]3[C:4]=2[CH:3]=1.N1CCC[C@H]1C(O)=O.[O-]P([O-])([O-])=O.[K+].[K+].[K+].Br[CH:36]=[C:37]([C:39]1[CH:44]=[CH:43][C:42]([F:45])=[CH:41][CH:40]=1)[CH3:38]>CN(C=O)C.[Cu]I>[F:45][C:42]1[CH:43]=[CH:44][C:39](/[C:37](/[CH3:38])=[CH:36]/[N:8]2[C:9]3[CH2:18][CH2:17][N:16]4[CH:11]([C:10]=3[C:4]3[CH:3]=[C:2]([CH3:1])[CH:7]=[CH:6][C:5]2=3)[CH2:12][CH2:13][CH2:14][CH2:15]4)=[CH:40][CH:41]=1 |f:2.3.4.5|. Product: FC1=CC=C(C=C1)/C(=C/N1C=2C=CC(=CC2C2=C1CCN1CCCCC21)C)/C ((E)-8-(2-(4-fluorophenyl)prop-1-enyl)-11-methyl-1,2,3,4,6,7,8,12c-octahydroindolo[3,2-a]quinolizine). The reagents and catalysts are [Cu]I (Copper (I) iodide).